Dataset: the Open Reaction Database (ORD), a public repository of structured organic reaction records. Task: describe an organic reaction: reactants, conditions, products, and yield Reactants: Cl.C(C)(=N)N (Acetamidine hydrochloride), [O-]CC.[Na+].C(C)O (sodium ethoxide ethanol), C(C)(=O)C(C(=O)OCC)=CN(C)C (ethyl 2-acetyl-3-(dimethylamino)acrylate). Yields the product CC1=NC=C(C(=N1)C)C(=O)OCC (Ethyl 2,4-dimethyl-5-pyrimidinecarboxate). Yield: 76.0%. Reaction SMILES: Cl.[C:2]([NH2:5])(=[NH:4])[CH3:3].[O-]CC.[Na+].C(O)C.[C:13]([C:16](=[CH:22]N(C)C)[C:17]([O:19][CH2:20][CH3:21])=[O:18])(=O)[CH3:14]>>[CH3:3][C:2]1[N:5]=[C:13]([CH3:14])[C:16]([C:17]([O:19][CH2:20][CH3:21])=[O:18])=[CH:22][N:4]=1 |f:0.1,2.3.4|. Procedure: Acetamidine hydrochloride was added to a 10% sodium ethoxide-ethanol solution (410 mL, 0.53 mol) at room temperature. Then, ethyl 2-acetyl-3-(dimethylamino)acrylate (98 g, 0.53 mol) was added to the mixture, and the mixture was heated under reflux for 24 hrs. Ethanol was evaporated under reduced pressure. Water was added to the residue and the mixture was extracted with ethyl acetate. The extract was washed with water, dried and the solvent was evaporated. The residue was distilled under reduced... Reactants: CC=1C(C(=C(C(C1C)=O)C)CCCCCC(=O)O)=O (2,3,5-trimethyl-6-(5'-carboxypentyl)-1,4-benzoquinone), C(C)O (ethanol), O (water). Reagents/catalysts: S(O)(O)(=O)=O (sulfuric acid). Conditions: time 12 hour. The product is CC=1C(C(=C(C(C1C)=O)C)CCCCCC(=O)OCC)=O (2,3,5-trimethyl-6-(5'-ethoxycarbonylpentyl)-1,4-benzoquinone). Reaction SMILES: [CH3:1][C:2]1[C:3](=[O:19])[C:4]([CH2:11][CH2:12][CH2:13][CH2:14][CH2:15][C:16]([OH:18])=[O:17])=[C:5]([CH3:10])[C:6](=[O:9])[C:7]=1[CH3:8].O.[CH2:21](O)[CH3:22]>S(=O)(=O)(O)O>[CH3:1][C:2]1[C:3](=[O:19])[C:4]([CH2:11][CH2:12][CH2:13][CH2:14][CH2:15][C:16]([O:18][CH2:21][CH3:22])=[O:17])=[C:5]([CH3:10])[C:6](=[O:9])[C:7]=1[CH3:8]. Reported procedure: To a well stirred solution of 2,3,5-trimethyl-6-(5'-carboxypentyl)-1,4-benzoquinone (formula I-2 wherein R=H3C, n=4, in the free form) (0.21 part) in ethanol (10 volume parts) was added 3 drops of concentrated sulfuric acid under cooling in ice bath and kept standing for 12 hours. After addition of water, the reaction mixture was extracted with diethyl ether and the diethylether layer was washed with water and dried over anhydrous sodium sulfate. The residue upon removal of the solvent was subje... Starting materials: C(#N)C1=CC=C2C=CNC2=C1 (6-cyanoindole), [H-].[Na+] (sodium hydride), S(=O)(=O)(C1=CC=C(C)C=C1)OCC1CCN(CC1)C(=O)OCC1=CC=CC=C1 (4-tosyloxymethyl-N-carbobenzyloxypiperidine). The solvent is CN(C=O)C (N,N-dimethylformamide). Conditions: time 30 minute. Product: C(C1=CC=CC=C1)OC(=O)N1CCC(CC1)CN1C=CC2=CC=C(C=C12)C#N (4-(6-cyano-indol-1-ylmethyl)-piperidine-1-carboxylic acid benzyl ester). Isolated yield 98.2%. As a reaction SMILES: [C:1]([C:3]1[CH:11]=[C:10]2[C:6]([CH:7]=[CH:8][NH:9]2)=[CH:5][CH:4]=1)#[N:2].[H-].[Na+].S(O[CH2:25][CH:26]1[CH2:31][CH2:30][N:29]([C:32]([O:34][CH2:35][C:36]2[CH:41]=[CH:40][CH:39]=[CH:38][CH:37]=2)=[O:33])[CH2:28][CH2:27]1)(C1C=CC(C)=CC=1)(=O)=O>CN(C)C=O>[CH2:35]([O:34][C:32]([N:29]1[CH2:30][CH2:31][CH:26]([CH2:25][N:9]2[C:10]3[C:6](=[CH:5][CH:4]=[C:3]([C:1]#[N:2])[CH:11]=3)[CH:7]=[CH:8]2)[CH2:27][CH2:28]1)=[O:33])[C:36]1[CH:37]=[CH:38][CH:39]=[CH:40][CH:41]=1 |f:1.2|. Procedure: To 6-cyanoindole (1.7 g, 12 mmol) in N,N-dimethylformamide (100 mL) was added a 60% mineral oil dispersion of sodium hydride (0.48 g, 12 mmol). The mixture was stirred at room temperature under nitrogen for 30 min, then 4-tosyloxymethyl-N-carbobenzyloxypiperidine (4.8 g, 12 mmol) added and the mixture heated at 80° C. under nitrogen for 15 hours. The solvent was removed in vacuum and replaced with methylene chloride (400 mL). The solution was washed with 350 mL portions of water, saturated aqueo... Reactants: CN1C(C2=CC(=CC=C2C=C1CCC1=CC=C(C=C1)OCC1CO1)OC)=O (2-methyl-3-[4-(2,3-epoxypropoxy)-phenethyl]-7-methoxy-isoquinolin-1(2H)-one), C(C)(C)N (isopropylamine). Product: CN1C(C2=CC(=CC=C2C=C1CCC1=CC=C(C=C1)OCC(CNC(C)C)O)OC)=O (2-Methyl-3-[4-(2-hydroxy-3-isopropylamino-propoxy)-phenethyl]-7-methoxy-isoquinolin-1(2H)-one). Isolated yield 77.0%. As a reaction SMILES: [CH3:1][N:2]1[C:11]([CH2:12][CH2:13][C:14]2[CH:19]=[CH:18][C:17]([O:20][CH2:21][CH:22]3[O:24][CH2:23]3)=[CH:16][CH:15]=2)=[CH:10][C:9]2[C:4](=[CH:5][C:6]([O:25][CH3:26])=[CH:7][CH:8]=2)[C:3]1=[O:27].[CH:28]([NH2:31])([CH3:30])[CH3:29]>>[CH3:1][N:2]1[C:11]([CH2:12][CH2:13][C:14]2[CH:19]=[CH:18][C:17]([O:20][CH2:21][CH:22]([OH:24])[CH2:23][NH:31][CH:28]([CH3:30])[CH3:29])=[CH:16][CH:15]=2)=[CH:10][C:9]2[C:4](=[CH:5][C:6]([O:25][CH3:26])=[CH:7][CH:8]=2)[C:3]1=[O:27]. Procedure details: 2-Methyl-3-[4-(2-hydroxy-3-isopropylamino-propoxy)-phenethyl]-7-methoxy-isoquinolin-1(2H)-one was prepared analogous to Example 1b from 2-methyl-3-[4-(2,3-epoxypropoxy)-phenethyl]-7-methoxy-isoquinolin-1(2H)-one and isopropylamine. Reactants: O=c1cc[nH]c2c(Br)cc3c(c12)OCCO3, [Na+], C1COCCO1, [OH-], O. Yields the product O=c1cc[nH]c2ccc3c(c12)OCCO3. RXN SMILES: [Br:1][c:2]1[cH:3][c:4]2[c:5]([c:6]3[c:7](=[O:12])[cH:8][cH:9][nH:10][c:11]13)[O:13][CH2:14][CH2:15][O:16]2.[Na+:18].[O:19]1[CH2:20][CH2:21][O:22][CH2:23][CH2:24]1.[OH-:17].[OH2:25]>>[cH:2]1[cH:3][c:4]2[c:5]([c:6]3[c:7](=[O:12])[cH:8][cH:9][nH:10][c:11]13)[O:13][CH2:14][CH2:15][O:16]2. Starting materials: CN(CCON)C(=O)OC(C)(C)C, CCO, CCOCC, Cl, O=C(c1ccccc1)c1cc2ccncc2[nH]1. Yields the product CN(CCON=C(c1ccccc1)c1cc2ccncc2[nH]1)C(=O)OC(C)(C)C. As a reaction SMILES: [C:18]([CH3:19])([CH3:20])([CH3:21])[O:22][C:23]([N:24]([CH3:25])[CH2:26][CH2:27][O:28][NH2:29])=[O:30].[CH3:32][CH2:33][OH:34].[CH3:35][CH2:36][O:37][CH2:38][CH3:39].[ClH:31].[c:1]1([C:7](=[O:8])[c:9]2[cH:10][c:11]3[c:12]([cH:13][n:14][cH:15][cH:16]3)[nH:17]2)[cH:2][cH:3][cH:4][cH:5][cH:6]1>>[c:1]1([C:7]([c:9]2[cH:10][c:11]3[c:12]([cH:13][n:14][cH:15][cH:16]3)[nH:17]2)=[N:29][O:28][CH2:27][CH2:26][N:24]([C:23]([O:22][C:18]([CH3:19])([CH3:20])[CH3:21])=[O:30])[CH3:25])[cH:2][cH:3][cH:4][cH:5][cH:6]1. The reactants are ozonide, ester, C(C)C(C(=O)OC)(CC=C)C(C)C (methyl 2-ethyl-2-(1-methylethyl)-4-pentenoate), C1=CC=C(C=C1)P(C2=CC=CC=C2)C3=CC=CC=C3 (Ph3P), O=[O+][O-] (ozone). Procedure: The reaction of the olefinic ester, methyl 2-ethyl-2-(1-methylethyl)-4-pentenoate (9.20 g, 50 mmol), with ozone in CH2Cl2 (200 mL) at -78° C., followed by the treatment of the resulting ozonide with Ph3P (19.65 g, 75 mmol) as described above in the preparation of Example 7, gave 14.36 g of an oily residue. Flash chromatography over silica gel (hexanes-EtOAc, 9:1) afforded the aldehyde (8.20 g, 88%) as a colorless oil. Yields the product C(C)C(C(=O)OC)(CC=O)C(C)C (methyl 2-ethyl-2-(1-methylethyl)-4-oxobutanoate). As a reaction SMILES: [CH2:1]([C:3]([CH:11]([CH3:13])[CH3:12])([CH2:8][CH:9]=C)[C:4]([O:6][CH3:7])=[O:5])[CH3:2].[O:14]=[O+][O-].C1C=CC(P(C2C=CC=CC=2)C2C=CC=CC=2)=CC=1>C(Cl)Cl>[CH2:1]([C:3]([CH:11]([CH3:13])[CH3:12])([CH2:8][CH:9]=[O:14])[C:4]([O:6][CH3:7])=[O:5])[CH3:2]. Solvent: C(Cl)Cl (CH2Cl2). Starting materials: O (water), [OH-].[Na+] (NaOH), O (water), COC1(CC(C1)(C(=O)OC(C)C)C(=O)OC(C)C)OC (diisopropyl 3,3-dimethoxycyclobutane-1,1-dicarboxylate), [AlH4-].[Li+] (lithium tetrahydroaluminate), resultant mixture. Run in C1CCOC1 (THF), O1CCCC1 (tetrahydrofuran). The product is COC1(CC(C1)(CO)CO)OC ((3,3-dimethoxycyclobutane-1,1-diyl)dimethanol). Isolated yield 93.1%. As a reaction SMILES: [CH3:1][O:2][C:3]1([O:19][CH3:20])[CH2:6][C:5]([C:13](OC(C)C)=[O:14])([C:7](OC(C)C)=[O:8])[CH2:4]1.[AlH4-].[Li+].O.[OH-].[Na+]>C1COCC1>[CH3:20][O:19][C:3]1([O:2][CH3:1])[CH2:4][C:5]([CH2:7][OH:8])([CH2:13][OH:14])[CH2:6]1 |f:1.2,4.5|. Procedure details: At 0° C., to a solution of diisopropyl 3,3-dimethoxycyclobutane-1,1-dicarboxylate (3.0 g, 0.010 mol) in THF (20 mL) was added 2.0 M of lithium tetrahydroaluminate in tetrahydrofuran (16 mL) slowly with stirring. The mixture was stirred for 2 h, allowing warm up to rt. At 0° C., to the reaction was added dropwise water (1.2 mL), 15% NaOH solution (1.2 mL) and water (3.6 mL) successively and the resultant mixture was stirred for 20 min at rt. The mixture was filtered and the filtrate was concentra...